This data is from the Open Reaction Database (ORD), a public repository of structured organic reaction records. The task is: describe an organic reaction: reactants, conditions, products, and yield The reactants are BrC=1C(=C(C=C(C1C)Cl)C(C)N1N=C(C=2C1=NC=NC2N)C)OC (1-[1-(3-Bromo-5-chloro-2-methoxy-4-methylphenyl)ethyl]-3-methyl-1H-pyrazolo[3,4-d]pyrimidin-4-amine), CN(C(C1=CN=CC(=C1)B1OC(C(O1)(C)C)(C)C)=O)C (N,N-dimethyl-5-(4,4,5,5-tetramethyl-1,3,2-dioxaborolan-2-yl)nicotinamide), C([O-])([O-])=O.[Na+].[Na+] (sodium carbonate), ClCCl (dichloromethane). The reagents and catalysts are C1=CC=C(C=C1)P([C-]2C=CC=C2)C3=CC=CC=C3.C1=CC=C(C=C1)P([C-]2C=CC=C2)C3=CC=CC=C3.Cl[Pd]Cl.[Fe+2] ([1,1′-bis(diphenylphosphino)ferrocene]dichloropalladium). Solvent: C(C)#N (acetonitrile), O (water). Conditions: temperature 95 celsius, time 2 hour. Product: NC1=C2C(=NC=N1)N(N=C2C)C(C)C=2C(=C(C(=C(C2)Cl)C)C=2C=NC=C(C(=O)N(C)C)C2)OC (5-{3-[1-(4-amino-3-methyl-1H-pyrazolo[3,4-d]pyrimidin-1-yl)ethyl]-5-chloro-2-methoxy-6-methylphenyl}-N,N-dimethylnicotinamide). RXN SMILES: Br[C:2]1[C:3]([O:23][CH3:24])=[C:4]([CH:10]([N:12]2[C:16]3=[N:17][CH:18]=[N:19][C:20]([NH2:21])=[C:15]3[C:14]([CH3:22])=[N:13]2)[CH3:11])[CH:5]=[C:6]([Cl:9])[C:7]=1[CH3:8].[CH3:25][N:26]([CH3:44])[C:27](=[O:43])[C:28]1[CH:33]=[C:32](B2OC(C)(C)C(C)(C)O2)[CH:31]=[N:30][CH:29]=1.C(=O)([O-])[O-].[Na+].[Na+].ClCCl>C(#N)C.C1C=CC(P(C2C=CC=CC=2)[C-]2C=CC=C2)=CC=1.C1C=CC(P(C2C=CC=CC=2)[C-]2C=CC=C2)=CC=1.Cl[Pd]Cl.[Fe+2].O>[NH2:21][C:20]1[N:19]=[CH:18][N:17]=[C:16]2[N:12]([CH:10]([C:4]3[C:3]([O:23][CH3:24])=[C:2]([C:32]4[CH:31]=[N:30][CH:29]=[C:28]([CH:33]=4)[C:27]([N:26]([CH3:25])[CH3:44])=[O:43])[C:7]([CH3:8])=[C:6]([Cl:9])[CH:5]=3)[CH3:11])[N:13]=[C:14]([CH3:22])[C:15]=12 |f:2.3.4,7.8.9.10|. Procedure: A mixture of 1-[1-(3-bromo-5-chloro-2-methoxy-4-methylphenyl)ethyl]-3-methyl-1H-pyrazolo[3,4-d]pyrimidin-4-amine (25 mg, 0.061 mmol) (chiral pure, first peak from Example 20, Step 2), N,N-dimethyl-5-(4,4,5,5-tetramethyl-1,3,2-dioxaborolan-2-yl)nicotinamide (from PepTech) (25 mg, 0.091 mmol), sodium carbonate (13 mg, 0.12 mmol) and [1,1′-bis(diphenylphosphino)ferrocene]dichloropalladium (II), complex with dichloromethane (1:1) (9.9 mg, 0.012 mmol) in acetonitrile (0.8 mL)/water (0.3 mL) was degas... Starting materials: C(=O)(OC(C)(C)C)N1[C@@H](CCC1)COC=1C=NC=C(C1)Br (3-(1-BOC-2-(S)-pyrrolidinylmethoxy)-5-bromopyridine), C#CCCCCCC (1-octyne). Reagents/catalysts: C1=CC=C(C=C1)P(C2=CC=CC=C2)C3=CC=CC=C3.C1=CC=C(C=C1)P(C2=CC=CC=C2)C3=CC=CC=C3.Cl[Pd]Cl (bis(triphenylphosphine)palladium (II) chloride), [Cu]I (copper (1) iodide). Solvent: C(Cl)Cl (CH2Cl2), CCN(CC)CC (NEt3). Yields the product C(=O)(OC(C)(C)C)N1[C@@H](CCC1)COC=1C=NC=C(C1)C#CCCCCCC (3-(1 -BOC-2 -(S)-pyrrolidinylmethoxy)-5-octynylpyridine). Yield: 78.5%. RXN SMILES: [C:1]([N:8]1[CH2:12][CH2:11][CH2:10][C@H:9]1[CH2:13][O:14][C:15]1[CH:16]=[N:17][CH:18]=[C:19](Br)[CH:20]=1)([O:3][C:4]([CH3:7])([CH3:6])[CH3:5])=[O:2].[CH:22]#[C:23][CH2:24][CH2:25][CH2:26][CH2:27][CH2:28][CH3:29]>C(Cl)Cl.CCN(CC)CC.C1C=CC(P(C2C=CC=CC=2)C2C=CC=CC=2)=CC=1.C1C=CC(P(C2C=CC=CC=2)C2C=CC=CC=2)=CC=1.Cl[Pd]Cl.[Cu]I>[C:1]([N:8]1[CH2:12][CH2:11][CH2:10][C@H:9]1[CH2:13][O:14][C:15]1[CH:16]=[N:17][CH:18]=[C:19]([C:22]#[C:23][CH2:24][CH2:25][CH2:26][CH2:27][CH2:28][CH3:29])[CH:20]=1)([O:3][C:4]([CH3:7])([CH3:6])[CH3:5])=[O:2] |f:4.5.6|. Procedure: To a solution of 3-(1-BOC-2-(S)-pyrrolidinylmethoxy)-5-bromopyridine (300 mg, 0.84 mmol) in CH2Cl2 (10 mL) and NEt3 (0.4 mL) was added bis(triphenylphosphine)palladium (II) chloride (20 mg, 0.028 mmol), copper (1) iodide (2 mg) and 1-octyne (0.25 mL. 1.7 mmol). The reaction mixture was stirred and refluxed under N2 atmosphere for two days and then cooled to room temperature. After washing with aqueous 10% NaOH (1X), the organic layer was dried (MgSO4), concentrated and chromatographed (silica ge... The reactants are C(C)(C)N1C(N(C2=C1C=CC=C2)CC2=NC1=C(N2CCC(C)C)C=CC=C1CC#N)=O ([2-(3-isopropyl-2-oxo-2,3-dihydro-benzoimidazol-1-ylmethyl)-1-(3-methyl-butyl)-1H-benzoimidazol-4-yl]-acetonitrile). The reagents and catalysts are [Pd] (Pd/C). Run in CO (methanol). Product: NCCC1=CC=CC=2N(C(=NC21)CN2C(N(C1=C2C=CC=C1)C(C)C)=O)CCC(C)C (1-[4-(2-amino-ethyl)-1-(3-methyl-butyl)-1H-benzoimidazol-2-ylmethyl]-3-isopropyl-1,3-dihydro-benzoimidazol-2-one). Reaction SMILES: [CH:1]([N:4]1[C:8]2[CH:9]=[CH:10][CH:11]=[CH:12][C:7]=2[N:6]([CH2:13][C:14]2[N:18]([CH2:19][CH2:20][CH:21]([CH3:23])[CH3:22])[C:17]3[CH:24]=[CH:25][CH:26]=[C:27]([CH2:28][C:29]#[N:30])[C:16]=3[N:15]=2)[C:5]1=[O:31])([CH3:3])[CH3:2]>CO.[Pd]>[NH2:30][CH2:29][CH2:28][C:27]1[C:16]2[N:15]=[C:14]([CH2:13][N:6]3[C:7]4[CH:12]=[CH:11][CH:10]=[CH:9][C:8]=4[N:4]([CH:1]([CH3:2])[CH3:3])[C:5]3=[O:31])[N:18]([CH2:19][CH2:20][CH:21]([CH3:23])[CH3:22])[C:17]=2[CH:24]=[CH:25][CH:26]=1. Procedure: A mixture of [2-(3-isopropyl-2-oxo-2,3-dihydro-benzoimidazol-1-ylmethyl)-1-(3-methyl-butyl)-1H-benzoimidazol-4-yl]-acetonitrile (51 mg, 0.12 mmol) and 10% Pd/C (9 mg) in methanol (20 mL) was rocked in a Parr shaker under a hydrogen atmosphere (40 psi) for 15 hrs. The catalyst was removed by filtration and the filtrate concentrated. The residue was purified by preparative HPLC (30-100% B) to give 1-[4-(2-amino-ethyl)-1-(3-methyl-butyl)-1H-benzoimidazol-2-ylmethyl]-3-isopropyl-1,3-dihydro-benzoimi... Reactants: [H-].[Na+] (sodium hydride), C(C1=CC=CC=C1)Cl (benzyl chloride), C1=CC=CC=C1 (benzene), OC1COC(OC1)C1=CC(=CC=C1)C (5-hydroxy-2-(3-methylphenyl)-1,3-dioxane). Run in C=1(C(=CC=CC1)C)C (xylene). Conditions: time 1 hour. The product is C(C1=CC=CC=C1)OC1COC(OC1)C1=CC(=CC=C1)C (5-Benzyloxy-2-(3-methylphenyl)-1,3-dioxane). Isolated yield 91.9%. RXN SMILES: [H-].[Na+].C1C=CC=CC=1.[OH:9][CH:10]1[CH2:15][O:14][CH:13]([C:16]2[CH:21]=[CH:20][CH:19]=[C:18]([CH3:22])[CH:17]=2)[O:12][CH2:11]1.[CH2:23](Cl)[C:24]1[CH:29]=[CH:28][CH:27]=[CH:26][CH:25]=1>C1(C)C(C)=CC=CC=1>[CH2:23]([O:9][CH:10]1[CH2:11][O:12][CH:13]([C:16]2[CH:21]=[CH:20][CH:19]=[C:18]([CH3:22])[CH:17]=2)[O:14][CH2:15]1)[C:24]1[CH:29]=[CH:28][CH:27]=[CH:26][CH:25]=1 |f:0.1|. Reported procedure: A slurry of sodium hydride (2.1 g. 0.08 mole in 100 ml of xylene and 100 ml of benzene was stirred at ambient temperature while 5-hydroxy-2-(3-methylphenyl)-1,3-dioxane (15.9 g, 0.08 mole) was added dropwise during 1 hour. Stirring was continued for one hour and to the mixture was added benzyl chloride (10.4 g, 0.08 mole) during 0.5 hour. This mixture was heated under reflux for 22 hours, cooled, filtered and the filtrate washed with water (2 × 250 ml). The washed solution was dried over magnesi... The reactants are BrC(Br)(Br)Br, C1CCOC1, c1ccc(P(c2ccccc2)c2ccccc2)cc1, CCCC(O)c1ccccn1. The product is CCCC(Br)c1ccccn1. As a reaction SMILES: [Br:31][C:32]([Br:33])([Br:34])[Br:35].[CH2:36]1[O:37][CH2:38][CH2:39][CH2:40]1.[c:12]1([P:13]([c:14]2[cH:15][cH:16][cH:17][cH:18][cH:19]2)[c:20]2[cH:21][cH:22][cH:23][cH:24][cH:25]2)[cH:26][cH:27][cH:28][cH:29][cH:30]1.[n:1]1[c:2]([CH:7]([CH2:8][CH2:9][CH3:10])[OH:11])[cH:3][cH:4][cH:5][cH:6]1>>[n:1]1[c:2]([CH:7]([CH2:8][CH2:9][CH3:10])[Br:31])[cH:3][cH:4][cH:5][cH:6]1. Reactants: CC(C)(C)S(=O)NC1CCC2CN(Cc3ccccc3)CC21, CO, Cl. Yields the product NC1CCC2CN(Cc3ccccc3)CC12. Reaction SMILES: [CH2:1]([c:2]1[cH:3][cH:4][cH:5][cH:6][cH:7]1)[N:8]1[CH2:9][CH:10]2[CH:11]([CH2:12]1)[CH:13]([NH:16][S:17]([C:18]([CH3:19])([CH3:20])[CH3:21])=[O:22])[CH2:14][CH2:15]2.[CH3:24][OH:25].[ClH:23]>>[CH2:1]([c:2]1[cH:3][cH:4][cH:5][cH:6][cH:7]1)[N:8]1[CH2:9][CH:10]2[CH:11]([CH2:12]1)[CH:13]([NH2:16])[CH2:14][CH2:15]2.